Dataset: the Open Reaction Database (ORD), a public repository of structured organic reaction records. Task: describe an organic reaction: reactants, conditions, products, and yield Starting materials: CC1(C)OB(c2cccc(-n3cccn3)c2)OC1(C)C, CCOC(C)=O, [Na+], [Na+], O=C([O-])[O-], C1COCCO1, Cl[Pd]Cl, Cc1ccc(S(=O)(=O)OC(=CC(C)C)c2cc3cccnc3n2S(=O)(=O)c2ccccc2)cc1, c1ccc(P(c2ccccc2)c2ccccc2)cc1, c1ccc(P(c2ccccc2)c2ccccc2)cc1. The product is CC(C)C=C(c1cccc(-n2cccn2)c1)c1cc2cccnc2n1S(=O)(=O)c1ccccc1. RXN SMILES: [CH3:35][C:36]1([CH3:37])[C:38]([CH3:39])([CH3:40])[O:41][B:42]([c:43]2[cH:44][c:45](-[n:49]3[n:50][cH:51][cH:52][cH:53]3)[cH:46][cH:47][cH:48]2)[O:54]1.[CH3:67][CH2:68][O:69][C:70](=[O:71])[CH3:72].[Na+:55].[Na+:56].[O-:57][C:58](=[O:59])[O-:60].[O:61]1[CH2:62][CH2:63][O:64][CH2:65][CH2:66]1.[Pd:73]([Cl:74])[Cl:75].[c:1]1([S:7](=[O:8])(=[O:9])[n:10]2[c:11]([C:19](=[CH:20][CH:21]([CH3:22])[CH3:23])[O:24][S:25]([c:26]3[cH:27][cH:28][c:29]([CH3:30])[cH:31][cH:32]3)(=[O:33])=[O:34])[cH:12][c:13]3[c:14]2[n:15][cH:16][cH:17][cH:18]3)[cH:2][cH:3][cH:4][cH:5][cH:6]1.[c:76]1([P:77]([c:78]2[cH:79][cH:80][cH:81][cH:82][cH:83]2)[c:84]2[cH:85][cH:86][cH:87][cH:88][cH:89]2)[cH:90][cH:91][cH:92][cH:93][cH:94]1.[c:95]1([P:96]([c:97]2[cH:98][cH:99][cH:100][cH:101][cH:102]2)[c:103]2[cH:104][cH:105][cH:106][cH:107][cH:108]2)[cH:109][cH:110][cH:111][cH:112][cH:113]1>>[c:1]1([S:7](=[O:8])(=[O:9])[n:10]2[c:11]([C:19](=[CH:20][CH:21]([CH3:22])[CH3:23])[c:43]3[cH:44][c:45](-[n:49]4[n:50][cH:51][cH:52][cH:53]4)[cH:46][cH:47][cH:48]3)[cH:12][c:13]3[c:14]2[n:15][cH:16][cH:17][cH:18]3)[cH:2][cH:3][cH:4][cH:5][cH:6]1. Starting materials: S(=O)(Cl)Cl (thionyl chloride), COC=1C=C2C=C(NC2=CC1)C(=O)O (5-methoxy-1H-indole-2-carboxylic acid), C(C)O (ethanol). Yields the product COC=1C=C2C=C(NC2=CC1)C(=O)OCC (Ethyl 5-methoxy-1H-indole-2-carboxylate). Reaction SMILES: S(Cl)(Cl)=O.[CH3:5][O:6][C:7]1[CH:8]=[C:9]2[C:13](=[CH:14][CH:15]=1)[NH:12][C:11]([C:16]([OH:18])=[O:17])=[CH:10]2.[CH2:19](O)[CH3:20]>>[CH3:5][O:6][C:7]1[CH:8]=[C:9]2[C:13](=[CH:14][CH:15]=1)[NH:12][C:11]([C:16]([O:18][CH2:19][CH3:20])=[O:17])=[CH:10]2. Procedure: 1.91 ml (26.15 mmol) of thionyl chloride are added dropwise with stirring at 0° C. to a solution of 1 g (5.23 mmol) of 5-methoxy-1H-indole-2-carboxylic acid in 52 ml of ethanol. The reaction mixture is heated at reflux for 2 hours and then it is cooled and concentrated under reduced pressure. The residue is taken up in 100 ml of ethyl acetate and this solution is washed with two times 50 ml of water and then with 50 ml of a saturated sodium chloride solution. The solution is dried over magnesium... Reactants: C(C)(C)(C)OC(=O)NC(C(=O)O)C1=CC=C(C=C1)F (2-(tert-butoxycarbonylamino)-2-(4-fluorophenyl)acetic acid), C(=NC1CCCCC1)=NC1CCCCC1 (N,N′-methanediylidenedicyclohexanamine), N1(N=NC2=C1C=CC=C2)O (1H-benzo[d][1,2,3]triazol-1-ol), N12C[C@@H](C(CC1)CC2)O ((R)-quinuclidin-3-ol). The solvent is C1CCOC1 (THF). Run at time 15 hour. The product is C(C)(C)(C)OC(=O)NC(C(=O)O[C@H]1CN2CCC1CC2)C2=CC=C(C=C2)F ((R)-quinuclidin-3-yl 2-(tert-butoxycarbonylamino)-2-(4-fluorophenyl)acetate). The yield is 40.3%. Reaction SMILES: [C:1]([O:5][C:6]([NH:8][CH:9]([C:13]1[CH:18]=[CH:17][C:16]([F:19])=[CH:15][CH:14]=1)[C:10]([OH:12])=[O:11])=[O:7])([CH3:4])([CH3:3])[CH3:2].C(=NC1CCCCC1)=NC1CCCCC1.N1(O)C2C=CC=CC=2N=N1.[N:45]12[CH2:52][CH2:51][CH:48]([CH2:49][CH2:50]1)[C@@H:47](O)[CH2:46]2>C1COCC1>[C:1]([O:5][C:6]([NH:8][CH:9]([C:13]1[CH:18]=[CH:17][C:16]([F:19])=[CH:15][CH:14]=1)[C:10]([O:12][C@@H:47]1[CH:48]2[CH2:51][CH2:52][N:45]([CH2:50][CH2:49]2)[CH2:46]1)=[O:11])=[O:7])([CH3:4])([CH3:2])[CH3:3]. Procedure: To a solution of 2-(tert-butoxycarbonylamino)-2-(4-fluorophenyl)acetic acid (I49) (725 mg, 2.69 mmol) in THF (20 ml), were added N,N′-methanediylidenedicyclohexanamine (667 mg, 3.23 mmol), 1H-benzo[d][1,2,3]triazol-1-ol (437 mg, 3.23 mmol), and (R)-quinuclidin-3-ol (411 mg, 3.23 mmol). The reaction was stirred at RT for 15 hours, and the solvent was evaporated. The residue was taken up with DCM, the insoluble solid was filtered off, and the organic solution was washed twice with aq. Na2CO3 and t... Reactants: O=C([O-])[O-], CN(C)C=O, Clc1ccc2c(C3CCNCC3)c[nH]c2c1, ClCCCOc1cccc2[nH]ccc12, [K+], [K+]. The product is Clc1ccc2c(C3CCN(CCCOc4cccc5[nH]ccc45)CC3)c[nH]c2c1. Reaction SMILES: [C:31](=[O:32])([O-:33])[O-:34].[CH3:37][N:38]([CH3:39])[CH:40]=[O:41].[Cl:15][c:16]1[cH:17][cH:18][c:19]2[c:20]([CH:25]3[CH2:26][CH2:27][NH:28][CH2:29][CH2:30]3)[cH:21][nH:22][c:23]2[cH:24]1.[Cl:1][CH2:2][CH2:3][CH2:4][O:5][c:6]1[c:7]2[cH:8][cH:9][nH:10][c:11]2[cH:12][cH:13][cH:14]1.[K+:35].[K+:36]>>[CH2:2]([CH2:3][CH2:4][O:5][c:6]1[c:7]2[cH:8][cH:9][nH:10][c:11]2[cH:12][cH:13][cH:14]1)[N:28]1[CH2:27][CH2:26][CH:25]([c:20]2[c:19]3[cH:18][cH:17][c:16]([Cl:15])[cH:24][c:23]3[nH:22][cH:21]2)[CH2:30][CH2:29]1. Reactants: C=CCCC(CC1OC(=O)C1CCCCCC)OC(=O)CNC=O, ClCCl. Yields the product CCCCCCC1C(=O)OC1CC(CCCC)OC(=O)CNC=O. As a reaction SMILES: [CH:1](=[O:2])[NH:3][CH2:4][C:5](=[O:6])[O:7][CH:8]([CH2:9][CH:10]1[O:11][C:12](=[O:20])[CH:13]1[CH2:14][CH2:15][CH2:16][CH2:17][CH2:18][CH3:19])[CH2:21][CH2:22][CH:23]=[CH2:24].[Cl:25][CH2:26][Cl:27]>>[CH:1](=[O:2])[NH:3][CH2:4][C:5](=[O:6])[O:7][CH:8]([CH2:9][CH:10]1[O:11][C:12](=[O:20])[CH:13]1[CH2:14][CH2:15][CH2:16][CH2:17][CH2:18][CH3:19])[CH2:21][CH2:22][CH2:23][CH3:24]. Reactants: [H-].[Na+] (sodium hydride), C12([CH2+](CC(CC1)C2(C)C)CCCC(C)=O)C (1-bormopentan-4-one), O1CCCC1 (tetrahydrofuran), ethylene ketal, P(OCC)(OCC)[O-] (diethyl phosphite), O1CCCC1 (tetrahydrofuran). Conditions: time 1.5 hour. The product is C1OC(CCCP(OCC)(OCC)=O)(C)OC1 (diethyl 4,4-ethylenedioxypentylphosphonate). Reaction SMILES: [H-].[Na+].[P:3]([O-:10])([O:7][CH2:8][CH3:9])[O:4][CH2:5][CH3:6].C12(C)C(C)(C)C(CC1)C[CH2+]2[CH2:20][CH2:21][CH2:22][C:23](=[O:25])[CH3:24].[O:27]1CC[CH2:29][CH2:28]1>>[CH2:28]1[CH2:29][O:25][C:23]([CH3:24])([CH2:22][CH2:21][CH2:20][P:3](=[O:10])([O:7][CH2:8][CH3:9])[O:4][CH2:5][CH3:6])[O:27]1 |f:0.1|. Procedure details: To a solution of 5.5 g. of pure sodium hydride in 200 ml. of dry tetrahydrofuran under nitrogen, there is added one equivalent of dry diethyl phosphite. The mixture is cooled in an ice-bath and stirred at 0° for 1.5 hours. One equivalent of the ethylene ketal of 1-bormopentan-4-one in 60 ml. of dry tetrahydrofuran is added and the mixture stirred for 15 minutes at 0° and allowed to stand 16 hours at room temperature. The mixture is then heated under reflux for three hours, cooled and filtered. T...